This data is from the Open Reaction Database (ORD), a public repository of structured organic reaction records. The task is: describe an organic reaction: reactants, conditions, products, and yield Starting materials: CC(C)=O, Cl, N#CC1CCC2(CC1)OCCO2. Yields the product N#CC1CCC(=O)CC1. Reaction SMILES: [CH3:14][C:15](=[O:16])[CH3:17].[ClH:13].[O:1]1[CH2:3][CH2:2][O:4][C:5]12[CH2:6][CH2:7][CH:8]([C:11]#[N:12])[CH2:9][CH2:10]2>>[O:4]=[C:5]1[CH2:6][CH2:7][CH:8]([C:11]#[N:12])[CH2:9][CH2:10]1. The reactants are COc1cc(Nc2cncc(Br)c2)cc(OC)c1OC, NCc1cccc(O)c1. Yields the product Oc1cccc(CNc2cncc(Br)c2)c1. As a reaction SMILES: [CH3:10][O:11][c:12]1[cH:13][c:14]([NH:15][c:23]2[cH:24][n:25][cH:26][c:27]([Br:29])[cH:28]2)[cH:16][c:17]([O:18][CH3:19])[c:20]1[O:21][CH3:22].[OH:1][c:2]1[cH:3][c:4]([CH2:5][NH2:6])[cH:7][cH:8][cH:9]1>>[OH:1][c:2]1[cH:3][c:4]([CH2:5][NH:6][c:23]2[cH:24][n:25][cH:26][c:27]([Br:29])[cH:28]2)[cH:7][cH:8][cH:9]1. Reactants: C(C)(=O)N1CCN(CC1)C=1C=CC(=NC1)NC(CC=1C=NC(=C(C1)Cl)Cl)=O (N-(5-(4-acetylpiperazin-1-yl)pyridin-2-yl)-2-(5,6-dichloropyridin-3-yl)acetamide), CC1=NC=CC(=C1)B1OC(C(O1)(C)C)(C)C (2-methyl-4-(4,4,5,5-tetramethyl-1,3,2-dioxaborolan-2-yl)pyridine), C(=O)([O-])[O-].[Na+].[Na+] (Na2CO3), COCCOC (DME). Conditions: temperature 100 celsius, time 8 hour. Procedure: To a sealed tube were added N-(5-(4-acetylpiperazin-1-yl)pyridin-2-yl)-2-(5,6-dichloropyridin-3-yl)acetamide 184-5 (65 mg, 0.16 mmol), 2-methyl-4-(4,4,5,5-tetramethyl-1,3,2-dioxaborolan-2-yl)pyridine 183-2 (42 mg, 0.19 mmol), Pd(PPh3)4 (9 mg, 0.08 mmol), Na2CO3 (84 mg, 0.79 mmol), DME (0.5 mL), H2O (0.5 mL) and ethanol (0.1 mL). The reaction mixture was stirred at 100° C. overnight. After cooling to room temperature, the solvents were removed by rotary evaporation. The crude product was purified... The solvent is C(C)O (ethanol), O (H2O). Product: C(C)(=O)N1CCN(CC1)C=1C=CC(=NC1)NC(CC=1C=C(C(=NC1)C1=CC(=NC=C1)C)Cl)=O (N-(5-(4-acetylpiperazin-1-yl)pyridin-2-yl)-2-(3-chloro-2′-methyl-2,4′-bipyridin-5-yl)acetamide). As a reaction SMILES: [C:1]([N:4]1[CH2:9][CH2:8][N:7]([C:10]2[CH:11]=[CH:12][C:13]([NH:16][C:17](=[O:27])[CH2:18][C:19]3[CH:20]=[N:21][C:22](Cl)=[C:23]([Cl:25])[CH:24]=3)=[N:14][CH:15]=2)[CH2:6][CH2:5]1)(=[O:3])[CH3:2].[CH3:28][C:29]1[CH:34]=[C:33](B2OC(C)(C)C(C)(C)O2)[CH:32]=[CH:31][N:30]=1.C([O-])([O-])=O.[Na+].[Na+].COCCOC>C1C=CC([P]([Pd]([P](C2C=CC=CC=2)(C2C=CC=CC=2)C2C=CC=CC=2)([P](C2C=CC=CC=2)(C2C=CC=CC=2)C2C=CC=CC=2)[P](C2C=CC=CC=2)(C2C=CC=CC=2)C2C=CC=CC=2)(C2C=CC=CC=2)C2C=CC=CC=2)=CC=1.C(O)C.O>[C:1]([N:4]1[CH2:9][CH2:8][N:7]([C:10]2[CH:11]=[CH:12][C:13]([NH:16][C:17](=[O:27])[CH2:18][C:19]3[CH:24]=[C:23]([Cl:25])[C:22]([C:33]4[CH:32]=[CH:31][N:30]=[C:29]([CH3:28])[CH:34]=4)=[N:21][CH:20]=3)=[N:14][CH:15]=2)[CH2:6][CH2:5]1)(=[O:3])[CH3:2] |f:2.3.4,^1:59,61,80,99|. Reagents/catalysts: C=1C=CC(=CC1)[P](C=2C=CC=CC2)(C=3C=CC=CC3)[Pd]([P](C=4C=CC=CC4)(C=5C=CC=CC5)C=6C=CC=CC6)([P](C=7C=CC=CC7)(C=8C=CC=CC8)C=9C=CC=CC9)[P](C=1C=CC=CC1)(C=1C=CC=CC1)C=1C=CC=CC1 (Pd(PPh3)4). Reactants: N1=C(C=NC=C1)NC(=O)NC1=CC=NC2=CC=C(C=C12)C(F)(F)F (1-pyrazin-2-yl-3-(6-trifluoromethyl-quinolin-4-yl)-urea), [H-].[Na+] (sodium hydride), CI (Methyl iodide). Run in CN(C=O)C (dimethylformamide). Run at time 16 hour. Yields the product CN(C(=O)NC1=CC=NC2=CC=C(C=C12)C(F)(F)F)C1=NC=CN=C1 (1-Methyl-1-pyrazin-2-yl-3-(6-trifluoromethyl-quinolin-4-yl)-urea). Isolated yield 21.2%. As a reaction SMILES: [N:1]1[CH:6]=[CH:5][N:4]=[CH:3][C:2]=1[NH:7][C:8]([NH:10][C:11]1[C:20]2[C:15](=[CH:16][CH:17]=[C:18]([C:21]([F:24])([F:23])[F:22])[CH:19]=2)[N:14]=[CH:13][CH:12]=1)=[O:9].[H-].[Na+].[CH3:27]I>CN(C)C=O>[CH3:27][N:7]([C:2]1[CH:3]=[N:4][CH:5]=[CH:6][N:1]=1)[C:8]([NH:10][C:11]1[C:20]2[C:15](=[CH:16][CH:17]=[C:18]([C:21]([F:24])([F:22])[F:23])[CH:19]=2)[N:14]=[CH:13][CH:12]=1)=[O:9] |f:1.2|. Procedure: A solution of 145 mg (0.44 mmol) of 1-pyrazin-2-yl-3-(6-trifluoromethyl-quinolin-4-yl)-urea (Example 14) and 16 mg (0.65 mmol) of sodium hydride in 10 ml of dimethylformamide was stirred at 0° C. for 10 min. Methyl iodide (93 mg, 0.65 mmol) was added and the solution was allowed to reach RT and stirred for a further 16 h. The solution was concentrated in vacuo, and partitioned between dichloromethane and water. The organic layer was washed 3 times with water, concentrated in vacuo and the materi... Reactants: Cl.Cl.CC1(CNCC1)COC=1C(=NC=CC1)C(=O)OCC (ethyl 3-((3-methylpyrrolidin-3-yl)methoxy)picolinate dihydrochloride), FC([C@@H]1CC[C@H](CC1)C(=O)O)(F)F (trans-4-(trifluoromethyl)cyclohexanecarboxylic acid), N1C(=CC2=CC=CC=C12)C(=O)O (indole-2-carboxylic acid). Yields the product CC1(CN(CC1)C(=O)[C@@H]1CC[C@H](CC1)C(F)(F)F)COC=1C(=NC=CC1)C(=O)OCC (ethyl 3-((3-methyl-1-(trans-4-(trifluoromethyl)cyclohexanecarbonyl)pyrrolidin-3-yl)methoxy)picolinate). As a reaction SMILES: Cl.Cl.[CH3:3][C:4]1([CH2:9][O:10][C:11]2[C:12]([C:17]([O:19][CH2:20][CH3:21])=[O:18])=[N:13][CH:14]=[CH:15][CH:16]=2)[CH2:8][CH2:7][NH:6][CH2:5]1.[F:22][C:23]([F:34])([F:33])[C@H:24]1[CH2:29][CH2:28][C@H:27]([C:30](O)=[O:31])[CH2:26][CH2:25]1.N1C2C(=CC=CC=2)C=C1C(O)=O>>[CH3:3][C:4]1([CH2:9][O:10][C:11]2[C:12]([C:17]([O:19][CH2:20][CH3:21])=[O:18])=[N:13][CH:14]=[CH:15][CH:16]=2)[CH2:8][CH2:7][N:6]([C:30]([C@H:27]2[CH2:26][CH2:25][C@H:24]([C:23]([F:22])([F:33])[F:34])[CH2:29][CH2:28]2)=[O:31])[CH2:5]1 |f:0.1.2|. Reported procedure: The title compound was prepared according to the procedure described in Step 3 of EXAMPLE 1 using ethyl 3-((3-methylpyrrolidin-3-yl)methoxy)picolinate dihydrochloride (EXAMPLE 86, Step 2) and trans-4-(trifluoromethyl)cyclohexanecarboxylic acid instead of (R)-3-(pyrrolidin-2-ylmethoxy)picolinamide dihydrochloride and indole-2-carboxylic acid. Starting materials: CCO, CCOC(=O)c1nn(-c2ccc(OC(F)(F)F)cc2)c2cccc(F)c2c1=O, O. The product is O=C(O)c1nn(-c2ccc(OC(F)(F)F)cc2)c2cccc(F)c2c1=O. As a reaction SMILES: [CH3:29][CH2:30][OH:31].[F:1][C:2]([O:3][c:4]1[cH:5][cH:6][c:7](-[n:10]2[n:11][c:12]([C:22](=[O:23])[O:24][CH2:25][CH3:26])[c:13](=[O:21])[c:14]3[c:15]([F:20])[cH:16][cH:17][cH:18][c:19]23)[cH:8][cH:9]1)([F:27])[F:28].[OH2:32]>>[F:1][C:2]([O:3][c:4]1[cH:5][cH:6][c:7](-[n:10]2[n:11][c:12]([C:22](=[O:23])[OH:24])[c:13](=[O:21])[c:14]3[c:15]([F:20])[cH:16][cH:17][cH:18][c:19]23)[cH:8][cH:9]1)([F:27])[F:28]. The reactants are CCO, [K+], [OH-], O, CCOC(=O)Cc1ccc(OCc2ccc3ccccc3n2)cc1. As a reaction SMILES: [CH3:27][CH2:28][OH:29].[K+:26].[OH-:25].[OH2:30].[n:1]1[c:2]([CH2:11][O:12][c:13]2[cH:14][cH:15][c:16]([CH2:19][C:20](=[O:21])[O:22][CH2:23][CH3:24])[cH:17][cH:18]2)[cH:3][cH:4][c:5]2[cH:6][cH:7][cH:8][cH:9][c:10]12>>[n:1]1[c:2]([CH2:11][O:12][c:13]2[cH:14][cH:15][c:16]([CH2:19][C:20](=[O:21])[OH:22])[cH:17][cH:18]2)[cH:3][cH:4][c:5]2[cH:6][cH:7][cH:8][cH:9][c:10]12. The product is O=C(O)Cc1ccc(OCc2ccc3ccccc3n2)cc1. The reactants are COC(=O)c1cc(Br)cc(CO)c1, O=C([O-])[O-], O=C([O-])[O-], CB1OB(C)OB(C)O1, [Cs+], [Cs+], [K+], [K+], C1COCCO1. Yields the product COC(=O)c1cc(C)cc(CO)c1. RXN SMILES: [Br:1][c:2]1[cH:3][c:4]([C:5](=[O:6])[O:7][CH3:8])[cH:9][c:10]([CH2:12][OH:13])[cH:11]1.[C:14](=[O:15])([O-:16])[O-:17].[C:20](=[O:21])([O-:22])[O-:23].[CH3:26][B:27]1[O:28][B:29]([CH3:30])[O:31][B:32]([CH3:33])[O:34]1.[Cs+:18].[Cs+:19].[K+:24].[K+:25].[O:35]1[CH2:36][CH2:37][O:38][CH2:39][CH2:40]1>>[c:2]1([CH3:14])[cH:3][c:4]([C:5](=[O:6])[O:7][CH3:8])[cH:9][c:10]([CH2:12][OH:13])[cH:11]1.